This data is from the Open Reaction Database (ORD), a public repository of structured organic reaction records. The task is: describe an organic reaction: reactants, conditions, products, and yield Reactants: CCOCC, [Na+], [OH-], O=C(O)C1CC(O)CN1, Cc1ccc(S(=O)(=O)Cl)cc1. Product: Cc1ccc(S(=O)(=O)N2CC(O)CC2C(=O)O)cc1. RXN SMILES: [CH3:23][CH2:24][O:25][CH2:26][CH3:27].[Na+:11].[OH-:10].[OH:1][CH:2]1[CH2:3][CH:4]([C:7](=[O:8])[OH:9])[NH:5][CH2:6]1.[c:12]1([CH3:22])[cH:13][cH:14][c:15]([S:18](=[O:19])(=[O:20])[Cl:21])[cH:16][cH:17]1>>[OH:1][CH:2]1[CH2:3][CH:4]([C:7](=[O:8])[OH:9])[N:5]([S:18]([c:15]2[cH:14][cH:13][c:12]([CH3:22])[cH:17][cH:16]2)(=[O:19])=[O:20])[CH2:6]1. Starting materials: C1(=CC=C(C=C1)C1=CC(=NN1)C(=O)O)C (5-p-Tolyl-1H-pyrazole-3-carboxylic acid), S(O)(O)(=O)=O (sulfuric acid), CO (methanol). The product is C1(=CC=C(C=C1)C1=CC(=NN1)C(=O)OC)C (Methyl 5-p-tolyl-1H-pyrazole-3-carboxylate). Isolated yield 84.0%. Reaction SMILES: [C:1]1([CH3:15])[CH:6]=[CH:5][C:4]([C:7]2[NH:11][N:10]=[C:9]([C:12]([OH:14])=[O:13])[CH:8]=2)=[CH:3][CH:2]=1.S(=O)(=O)(O)O.[CH3:21]O>>[C:1]1([CH3:15])[CH:2]=[CH:3][C:4]([C:7]2[NH:11][N:10]=[C:9]([C:12]([O:14][CH3:21])=[O:13])[CH:8]=2)=[CH:5][CH:6]=1. Procedure details: 5-p-Tolyl-1H-pyrazole-3-carboxylic acid (250 mg, 1.24 mmol) and sulfuric acid (120 μL, 1.48 mmol) in methanol (5 mL) were heated to reflux for 16 hrs. The solvent was evaporated and the residue was resuspended in CH2Cl2. The residue was filtrated and the filtrate was washed with water and brine and dried over Na2SO4. Solvent was evaporated and the white solid was combined with the precipitate collected previously. Methyl 5-p-tolyl-1H-pyrazole-3-carboxylate (224 mg, 84%) was obtained as a white s... The reactants are Cl.C(C)(C)NN (isopropylhydrazine hydrochloride), CN(C=CC(C(=O)OCC)=O)C (ethyl 4-(dimethylamino)-2-oxobut-3-enoate). Product: C(C)(C)N1N=CC=C1C(=O)OCC (ethyl 1-isopropyl-1H-pyrazole-5-carboxylate). RXN SMILES: Cl.[CH:2]([NH:5][NH2:6])([CH3:4])[CH3:3].CN(C)[CH:9]=[CH:10][C:11](=O)[C:12]([O:14][CH2:15][CH3:16])=[O:13]>>[CH:2]([N:5]1[C:11]([C:12]([O:14][CH2:15][CH3:16])=[O:13])=[CH:10][CH:9]=[N:6]1)([CH3:4])[CH3:3] |f:0.1|. Procedure details: The title compound was prepared in analogy to the procedure described in Step 17.3 using isopropylhydrazine hydrochloride and ethyl 4-(dimethylamino)-2-oxobut-3-enoate at 120° C. for hr. The crude product was purified by silica gel column chromatography (hexane/EtOAc 2.5-40%). tR: 4.74 min (HPLC 1); tR: 1.00 min (LC-MS 2); ESI-MS: 183 [M+H]+ (LC-MS 2); Rf=0.95 (hexane/EtOAc 1:1). Reactants: solution, COCCC1=CC2=C(SC(=C2)S(N)(=O)=O)C=C1 (5-(2-methoxyethyl)-2sulfamoylbenzo[b]thiophene), B(Br)(Br)Br (boron tribromide). The solvent is O (water), C(Cl)Cl (methylene chloride). Run at time 15 hour. Product: BrCCC1=CC2=C(SC(=C2)S(N)(=O)=O)C=C1 (5-(2-Bromoethyl)-2-sulfamoylbenzo[b]thiophene). Isolated yield 83.6%. As a reaction SMILES: CO[CH2:3][CH2:4][C:5]1[CH:17]=[CH:16][C:8]2[S:9][C:10]([S:12](=[O:15])(=[O:14])[NH2:13])=[CH:11][C:7]=2[CH:6]=1.B(Br)(Br)[Br:19]>C(Cl)Cl.O>[Br:19][CH2:3][CH2:4][C:5]1[CH:17]=[CH:16][C:8]2[S:9][C:10]([S:12](=[O:15])(=[O:14])[NH2:13])=[CH:11][C:7]=2[CH:6]=1. Procedure: To a solution of 5-(2-methoxyethyl)-2sulfamoylbenzo[b]thiophene (8.3 g, 0.031 mol) in 550 ml of methylene chloride at -78° C. was added dropwise under nitrogen, 100 ml of a solution of boron tribromide (BBr3) (lM in hexane, 0.1 mol). The reaction was stirred at room temperature overnight (15 hours) following the addition. The mixture was cooled and diluted with 100 ml of cold water. The aqueous phase was separated and extracted 2X with methylene chloride. The original organic phase and the extra... The reactants are [Br-], Cc1ccccc1C(=O)CBr, CCCC[N+](CCCC)(CCCC)CCCC, Cc1ccccc1, CCOC(C)=O, Cl, [Na+], CC(C)=CC(=O)N1CC(NC(=O)OC(C)(C)C)C(=O)Nc2cc(C)ccc21, [OH-]. Yields the product CC(C)=CC(=O)N1CC(NC(=O)OC(C)(C)C)C(=O)N(CC(=O)c2ccccc2C)c2cc(C)ccc21. Reaction SMILES: [Br-:49].[Br:28][CH2:29][C:30](=[O:31])[c:32]1[c:33]([CH3:38])[cH:34][cH:35][cH:36][cH:37]1.[CH2:50]([N+:51]([CH2:52][CH2:53][CH2:54][CH3:55])([CH2:56][CH2:57][CH2:58][CH3:59])[CH2:60][CH2:61][CH2:62][CH3:63])[CH2:64][CH2:65][CH3:66].[CH3:42][c:43]1[cH:44][cH:45][cH:46][cH:47][cH:48]1.[CH3:67][CH2:68][O:69][C:70](=[O:71])[CH3:72].[ClH:41].[Na+:40].[O:1]=[C:2]1[CH:3]([NH:20][C:21](=[O:22])[O:23][C:24]([CH3:25])([CH3:26])[CH3:27])[CH2:4][N:5]([C:14]([CH:15]=[C:16]([CH3:17])[CH3:18])=[O:19])[c:6]2[c:7]([cH:9][c:10]([CH3:13])[cH:11][cH:12]2)[NH:8]1.[OH-:39]>>[O:1]=[C:2]1[CH:3]([NH:20][C:21](=[O:22])[O:23][C:24]([CH3:25])([CH3:26])[CH3:27])[CH2:4][N:5]([C:14]([CH:15]=[C:16]([CH3:17])[CH3:18])=[O:19])[c:6]2[c:7]([cH:9][c:10]([CH3:13])[cH:11][cH:12]2)[N:8]1[CH2:29][C:30](=[O:31])[c:32]1[c:33]([CH3:38])[cH:34][cH:35][cH:36][cH:37]1. The reactants are CCOC(=O)CF, OC(F)(F)CF, CC(C)(C)OC(=O)NC1CCNCC1. The product is CC(C)(C)OC(=O)NC1CCN(C(=O)CF)CC1. RXN SMILES: [F:15][CH2:16][C:17](=[O:18])[O:19][CH2:20][CH3:21].[F:22][CH2:23][C:24]([F:25])([F:26])[OH:27].[NH:1]1[CH2:2][CH2:3][CH:4]([NH:7][C:8]([O:9][C:10]([CH3:11])([CH3:12])[CH3:13])=[O:14])[CH2:5][CH2:6]1>>[N:1]1([C:17]([CH2:16][F:15])=[O:18])[CH2:2][CH2:3][CH:4]([NH:7][C:8]([O:9][C:10]([CH3:11])([CH3:12])[CH3:13])=[O:14])[CH2:5][CH2:6]1. Starting materials: Cl (hydrochloric acid), ClC1=CC=C(C=C1)NC(C=1C=C(C(=O)OCC)C=CC1OC)=O (ethyl N-(4-chlorophenyl)-4-methoxyisophthalamate), [OH-].[K+] (potassium hydroxide), aqueous solution. The solvent is CO (methanol). Reaction conditions: temperature 80 celsius, time 30 minute. Yields the product ClC1=CC=C(C=C1)C1=C(C(=O)O)C=CC(=C1C(=O)O)OC ((4-chlorophenyl)-4-methoxyisophthalic acid). RXN SMILES: ClC1C=CC(N[C:9](=[O:23])[C:10]2[CH:11]=[C:12]([CH:18]=[CH:19][C:20]=2[O:21][CH3:22])[C:13]([O:15]CC)=[O:14])=CC=1.[OH-:24].[K+].[ClH:26]>CO>[Cl:26][C:10]1[CH:11]=[CH:12][C:18]([C:11]2[C:10]([C:9]([OH:23])=[O:24])=[C:20]([O:21][CH3:22])[CH:19]=[CH:18][C:12]=2[C:13]([OH:15])=[O:14])=[CH:19][CH:20]=1 |f:1.2|. Reported procedure: Ethyl N-(4-chlorophenyl)-4-methoxyisophthalamate (11.8 g) obtained in step A was dissolved in 200 mL of methanol and 60-mL of a 20% aqueous solution of potassium hydroxide. The resulting solution was stirred for 30 minutes at 80° C., and then cooled to room temperature. One M hydrochloric acid was used to adjust the solution to pH of about 3. Then, the resulting precipitate was separated by filtration, washed with water, and dried over calcium chloride under reduced pressure, thereby obtaining 1... The reactants are C(C1=CC=CC=C1)N1CC=2C(=C3C(=NC2CC1)C=CC=C3)Cl (2-Benzyl-10-chloro-1,2,3,4-tetrahydro-benzo[b][1,6]-naphthyridine), ClC(=O)OC(C)Cl (1-chloroethyl chloroformate). Run in C(Cl)Cl (methylene chloride). Reaction conditions: time 1 hour. Yields the product ClC1=C2C(=NC=3CCNCC13)C=CC=C2 (10-chloro-1,2,3,4-tetrahydro-benzo[b][1,6]-naphthyridine). The yield is 60.0%. Reaction SMILES: C([N:8]1[CH2:17][CH2:16][C:15]2[N:14]=[C:13]3[CH:18]=[CH:19][CH:20]=[CH:21][C:12]3=[C:11]([Cl:22])[C:10]=2[CH2:9]1)C1C=CC=CC=1.ClC(OC(Cl)C)=O>C(Cl)Cl>[Cl:22][C:11]1[C:10]2[CH2:9][NH:8][CH2:17][CH2:16][C:15]=2[N:14]=[C:13]2[CH:18]=[CH:19][CH:20]=[CH:21][C:12]=12. Procedure details: 2-Benzyl-10-chloro-1,2,3,4-tetrahydro-benzo[b][1,6]-naphthyridine (1.54 g, 5 mmol) was dissolved in methylene chloride, followed by adding thereto 1-chloroethyl chloroformate (0.81 ml, 7.5 mmol) under ice-cooling, and the resulting mixture was stirred at room temperature for 1 hour. The reaction mixture was concentrated and methanol (20 ml) was added to the residue, and the resulting mixture was heated under reflux at 80° C. for 1 hour. The reaction mixture was concentrated and a 1N-aqueous pota...